This data is from the Open Reaction Database (ORD), a public repository of structured organic reaction records. The task is: describe an organic reaction: reactants, conditions, products, and yield Starting materials: [H-].C(C(C)C)[Al+]CC(C)C (Diisobutylaluminum hydride), O([Si](C1=CC=CC=C1)(C1=CC=CC=C1)C(C)(C)C)CC=1C=C(C=CC1)C(C#N)C\C=C(/C)\C1=CC=2C(CCC(C2C=C1)(C)C)(C)C ((4E)-2-[3-(t-Butyldiphenylsiloxymethyl)phenyl]-5-(5,6,7,8-tetrahydro-5,5,8,8-tetramethyl-2-naphthalenyl)-4-hexenonitrile), C(C)OCC (diethyl ether). Reaction conditions: time 10 minute. Product: O([Si](C1=CC=CC=C1)(C1=CC=CC=C1)C(C)(C)C)CC=1C=C(C=CC1)C(C=O)C\C=C(/C)\C1=CC=2C(CCC(C2C=C1)(C)C)(C)C ((4E)-2-[3-(t-Butyldiphenylsiloxymethyl)phenyl]-5-(5,6,7,8- tetrahydro-5,5,8,8-tetramethyl-2-naphthalenyl)-4-hexenal). Yield: 97.0%. Reaction SMILES: [H-].C([Al+]CC(C)C)C(C)C.[O:11]([CH2:29][C:30]1[CH:31]=[C:32]([CH:36]([CH2:39]/[CH:40]=[C:41](/[C:43]2[CH:52]=[CH:51][C:50]3[C:49]([CH3:54])([CH3:53])[CH2:48][CH2:47][C:46]([CH3:56])([CH3:55])[C:45]=3[CH:44]=2)\[CH3:42])[C:37]#N)[CH:33]=[CH:34][CH:35]=1)[Si:12]([C:25]([CH3:28])([CH3:27])[CH3:26])([C:19]1[CH:24]=[CH:23][CH:22]=[CH:21][CH:20]=1)[C:13]1[CH:18]=[CH:17][CH:16]=[CH:15][CH:14]=1.C([O:59]CC)C>>[O:11]([CH2:29][C:30]1[CH:31]=[C:32]([CH:36]([CH2:39]/[CH:40]=[C:41](/[C:43]2[CH:52]=[CH:51][C:50]3[C:49]([CH3:54])([CH3:53])[CH2:48][CH2:47][C:46]([CH3:56])([CH3:55])[C:45]=3[CH:44]=2)\[CH3:42])[CH:37]=[O:59])[CH:33]=[CH:34][CH:35]=1)[Si:12]([C:25]([CH3:28])([CH3:27])[CH3:26])([C:19]1[CH:24]=[CH:23][CH:22]=[CH:21][CH:20]=1)[C:13]1[CH:18]=[CH:17][CH:16]=[CH:15][CH:14]=1 |f:0.1|. Reported procedure: Diisobutylaluminum hydride (1.0M in hexanes, 1.54 mL, 1.54 mmol) was added dropwise to a solution of 26 (0.74 g, 1.18 mmol) in anhydrous diethyl ether (22 mL) at 0° C. under argon. The reaction mixture was allowed to warm to room temperature over 2.5 h. The reaction was quenched with ethyl acetate (2.5 mL) and 1N H2SO4 solution (5 mL) and stirring was continued for 10 min. The mixture was poured into a separatory funnel and the layers were separated. The aqueous layer was extracted again with di...